describe an organic reaction: reactants, conditions, products, and yield From a dataset of the Open Reaction Database (ORD), a public repository of structured organic reaction records. The reactants are C[Si](C)(C)[N-][Si](C)(C)C, CCOCC, [Li+], N#Cc1cnc2ccccc2c1. Product: N=C(N)c1cnc2ccccc2c1. RXN SMILES: [CH3:13][Si:14]([N-:17][Si:15]([CH3:16])([CH3:18])[CH3:19])([CH3:20])[CH3:21].[CH3:23][CH2:24][O:25][CH2:26][CH3:27].[Li+:22].[n:1]1[cH:2][c:3]([C:11]#[N:12])[cH:4][c:5]2[cH:6][cH:7][cH:8][cH:9][c:10]12>>[n:1]1[cH:2][c:3]([C:11](=[NH:12])[NH2:17])[cH:4][c:5]2[cH:6][cH:7][cH:8][cH:9][c:10]12. The reactants are C1(CCCCC1)C(O)C=1C(=NN(C1)C1=CC=C(C=C1)C(F)(F)F)C (cyclohexyl{3-methyl-1-[4-(trifluoromethyl)phenyl]-1H-pyrazol-4-yl}methanol), NC1=CC=C(C=C1)C(=O)NCCC(=O)OCC (ethyl 3-{[(4-aminophenyl)carbonyl]amino}propanoate). Yields the product C1(CCCCC1)C(C=1C(=NN(C1)C1=CC=C(C=C1)C(F)(F)F)C)NC1=CC=C(C=C1)C(=O)NCCC(=O)O (3-[({4-[(cyclohexyl{3-methyl-1-[4-(trifluoromethyl)phenyl]-1H-pyrazol-4-yl}methyl)amino]phenyl}carbonyl)amino]propanoic acid). Isolated yield 13.8%. RXN SMILES: [CH:1]1([CH:7]([C:9]2[C:10]([CH3:24])=[N:11][N:12]([C:14]3[CH:19]=[CH:18][C:17]([C:20]([F:23])([F:22])[F:21])=[CH:16][CH:15]=3)[CH:13]=2)O)[CH2:6][CH2:5][CH2:4][CH2:3][CH2:2]1.[NH2:25][C:26]1[CH:31]=[CH:30][C:29]([C:32]([NH:34][CH2:35][CH2:36][C:37]([O:39]CC)=[O:38])=[O:33])=[CH:28][CH:27]=1>>[CH:1]1([CH:7]([NH:25][C:26]2[CH:27]=[CH:28][C:29]([C:32]([NH:34][CH2:35][CH2:36][C:37]([OH:39])=[O:38])=[O:33])=[CH:30][CH:31]=2)[C:9]2[C:10]([CH3:24])=[N:11][N:12]([C:14]3[CH:19]=[CH:18][C:17]([C:20]([F:23])([F:22])[F:21])=[CH:16][CH:15]=3)[CH:13]=2)[CH2:6][CH2:5][CH2:4][CH2:3][CH2:2]1. Reported procedure: Using cyclohexyl{3-methyl-1-[4-(trifluoromethyl)phenyl]-1H-pyrazol-4-yl}methanol (0.36 g) synthesized above and ethyl 3-{[(4-aminophenyl)carbonyl]amino}propanoate (0.38 g) synthesized in Example 1(2) and in the same manner as in Example 1(7), the title object compound (77.5 mg, 7%) was obtained as a white solid. The reactants are [N+](=O)([O-])C=1C=C(C=CC1)N1C(CCC1)=O (1-(3-nitrophenyl)pyrrolidin-2-one), [H][H] (hydrogen). Reagents/catalysts: [Pd] (palladium on charcoal). The solvent is C(C)O (ethanol). Product: NC=1C=C(C=CC1)N1C(CCC1)=O (1-(3-aminophenyl)pyrrolidin-2-one). Isolated yield 98.4%. Reaction SMILES: [N+:1]([C:4]1[CH:5]=[C:6]([N:10]2[CH2:14][CH2:13][CH2:12][C:11]2=[O:15])[CH:7]=[CH:8][CH:9]=1)([O-])=O.[H][H]>C(O)C.[Pd]>[NH2:1][C:4]1[CH:5]=[C:6]([N:10]2[CH2:14][CH2:13][CH2:12][C:11]2=[O:15])[CH:7]=[CH:8][CH:9]=1. Reported procedure: A suspension of 1-(3-nitrophenyl)pyrrolidin-2-one (3.0 g, 15 mmol) in ethanol (50 ml) was heated until complete solution was obtained. The solution was cooled to ambient temperature then treated with 10% palladium on charcoal (150 mg) and hydrogenated at 50 psi until hydrogen uptake ceased (ca. 2 hours). The mixture was filtered through a glass microfibre filter paper (Whatman GF/A) and evaporated to dryness to give 1-(3-aminophenyl)pyrrolidin-2-one as a pale green oil (2.6 g, 100%) which was us... The reactants are O[C@](C)(C=1SC=CN1)[C@@H]1CC(N(C1)[C@@H](C)C1=CC=C(C=C1)OC)=O ((4R)-4-[(1S)-1-hydroxy-1-(1,3-thiazol-2-yl)ethyl]-1-[(1S)-1-(4-methoxyphenyl)ethyl]pyrrolidin-2-one). The solvent is C(=O)(C(F)(F)F)O (TFA), CC(C)O (IPA). Product: O[C@](C)(C=1SC=CN1)[C@@H]1CC(NC1)=O ((4R)-4-[(1S)-1-hydroxy-1-(1,3-thiazol-2-yl)ethyl]pyrrolidin-2-one). RXN SMILES: [OH:1][C@@:2]([C@H:9]1[CH2:13][N:12]([C@H](C2C=CC(OC)=CC=2)C)[C:11](=[O:24])[CH2:10]1)([C:4]1[S:5][CH:6]=[CH:7][N:8]=1)[CH3:3]>C(O)(C(F)(F)F)=O.CC(O)C>[OH:1][C@@:2]([C@H:9]1[CH2:13][NH:12][C:11](=[O:24])[CH2:10]1)([C:4]1[S:5][CH:6]=[CH:7][N:8]=1)[CH3:3]. Procedure details: A solution of (4R)-4-[(1S)-1-hydroxy-1-(1,3-thiazol-2-yl)ethyl]-1-[(1S)-1-(4-methoxyphenyl)ethyl]pyrrolidin-2-one (3.6 g, 10.4 mmol) in TFA (10 mL) was heated to 70° C. for 5 hours. The reaction mixture was cooled to room temperature, diluted with IPA (30 mL), and stirred until the color dissipated. The reaction mixture was then absorbed on silica gel and purified by silica gel chromatography to afford (4R)-4-[(1S)-1-hydroxy-1-(1,3-thiazol-2-yl)ethyl]pyrrolidin-2-one. MS ESI calc'd. for C9H13N2O... Reactants: 1-Methylmagnesium bromide, II (iodine), C(C)(C)(C)OC(=O)N1C(C=2N(CC1)C(=NC2I)CC)CCC2=CC(=C(C(=C2)F)Cl)F (8-[2-(4-chloro-3,5-difluoro-phenyl)-ethyl]-3-ethyl-1-iodo-5,6-dihydro-8H-imidazo[1,5-a]pyrazine-7-carboxylic acid tert-butyl ester). The solvent is C1CCOC1 (THF), C1CCOC1 (THF). Yields the product C(C)(C)(C)OC(=O)N1C(C=2N(CC1)C(=NC2)CC)CCC2=CC(=C(C(=C2)F)Cl)F (8-[2-(4-chloro-3,5-difluoro-phenyl)-ethyl]-3-ethyl-5,6-dihydro-8H-imidazo[1,5-a]pyrazine-7-carboxylic acid tert-butyl ester). As a reaction SMILES: [C:1]([O:5][C:6]([N:8]1[CH2:13][CH2:12][N:11]2[C:14]([CH2:18][CH3:19])=[N:15][C:16](I)=[C:10]2[CH:9]1[CH2:20][CH2:21][C:22]1[CH:27]=[C:26]([F:28])[C:25]([Cl:29])=[C:24]([F:30])[CH:23]=1)=[O:7])([CH3:4])([CH3:3])[CH3:2].II>C1COCC1>[C:1]([O:5][C:6]([N:8]1[CH2:13][CH2:12][N:11]2[C:14]([CH2:18][CH3:19])=[N:15][CH:16]=[C:10]2[CH:9]1[CH2:20][CH2:21][C:22]1[CH:23]=[C:24]([F:30])[C:25]([Cl:29])=[C:26]([F:28])[CH:27]=1)=[O:7])([CH3:2])([CH3:3])[CH3:4]. Procedure: A cooled (−30° C.) solution of 8-[2-(4-chloro-3,5-difluoro-phenyl)-ethyl]-3-ethyl-1-iodo-5,6-dihydro-8H-imidazo[1,5-a]pyrazine-7-carboxylic acid tert-butyl ester (1.790 g; 3.244 mmol) in anhydrous THF (90 ml) was treated dropwise with a solution of 1-Methylmagnesium bromide in THF (14.6 ml; 14.6 mmol; 4.5 eq.) until complete removal of the iodine substituent. The mixture was then quenched with water (10 ml), diluted with ether (100 ml), and was allowed to warm-up to rt. This solution was washed ... The reactants are NC(=S)N (thiourea), ClCC(C(C)=O)=O (1-chloro-2,3-butanedione). Solvent: C(C)O (ethanol). Reaction conditions: time 1 hour. Product: Cl.NC=1SC=C(N1)C(C)=O (1-(2-amino-thiazol-4-yl)-ethanone hydrochloride). Yield: 104.7%. RXN SMILES: [NH2:1][C:2]([NH2:4])=[S:3].[Cl:5][CH2:6][C:7](=O)[C:8](=[O:10])[CH3:9]>C(O)C>[ClH:5].[NH2:1][C:2]1[S:3][CH:6]=[C:7]([C:8](=[O:10])[CH3:9])[N:4]=1 |f:3.4|. Procedure: To a stirred mixture of thiourea (8.87 g, 115 mmol) in ethanol (20.9 mL) was added 1-chloro-2,3-butanedione (13.90 g, 115 mmol) dropwise, a slight exothermic reaction resulted. The mixture was stirred at ambient temperature for 1 hour. The reaction mixture was filtered and the precipitate washed with ethyl ether (2×). The tan solid was air dried then dried under high vacuum overnight to give 1-(2-amino-thiazol-4-yl)-ethanone hydrochloride as a tan solid (21.5 g, 97%). The reactants are COC1=CC=C(C=C1)S(=O)(=O)Cl (4-Methoxybenzenesulfonyl chloride), C(C=C)(=O)OCC (Ethyl acrylate), C1(=CC=CC=C1)C(C1=CC=CC=C1)N (diphenylmethyamine), C1(=CC=CC=C1)C(C1=CC=CC=C1)NCCC(=O)OCC (ethyl 3-(diphenylmethylamino)propionate), CN(C)C=O (DMF). The solvent is N1=CC=CC=C1 (pyridine), C(C)O (ethanol). Conditions: temperature 70 celsius, time 8 hour. Product: ONC(CCN(S(=O)(=O)C1=CC=C(C=C1)OC)C(C1=CC=CC=C1)C1=CC=CC=C1)=O (N-Hydroxy-3-[(diphenylmethyl)-(4-methoxybenzenesulfonyl)-amino]-propionamide). Yield: 23.0%. Reaction SMILES: C(OCC)(=[O:4])C=C.C1(C(N)C2C=CC=CC=2)C=CC=CC=1.[C:22]1([CH:28]([NH:35][CH2:36][CH2:37]C(OCC)=O)[C:29]2[CH:34]=[CH:33][CH:32]=[CH:31][CH:30]=2)[CH:27]=[CH:26][CH:25]=[CH:24][CH:23]=1.[CH3:43][O:44][C:45]1[CH:50]=[CH:49][C:48]([S:51](Cl)(=[O:53])=[O:52])=[CH:47][CH:46]=1.C[N:56]([CH:58]=[O:59])C>C(O)C.N1C=CC=CC=1>[OH:4][NH:56][C:58](=[O:59])[CH2:37][CH2:36][N:35]([CH:28]([C:29]1[CH:34]=[CH:33][CH:32]=[CH:31][CH:30]=1)[C:22]1[CH:27]=[CH:26][CH:25]=[CH:24][CH:23]=1)[S:51]([C:48]1[CH:49]=[CH:50][C:45]([O:44][CH3:43])=[CH:46][CH:47]=1)(=[O:53])=[O:52]. Procedure details: Ethyl acrylate (1.05 g; 10.0 mmol) and diphenylmethyamine (1.83 g; 10.0 mmol) were dissolved in absolute ethanol (25 mL) and stirred overnight at 70° C. The solution was evaporated and crude ethyl 3-(diphenylmethylamino)propionate (2.85 g; 10.0 mmol) was dissolved in DMF (50 mL). 4-Methoxybenzenesulfonyl chloride (2.30 g; 11.0 mmol) and pyridine (10 mL) were added and the mixture stirred overnight at 70° C. The dark reaction was washed with 1 N HCl (2×100 mL). The combined extracts were washed w...